Dataset: the Open Reaction Database (ORD), a public repository of structured organic reaction records. Task: describe an organic reaction: reactants, conditions, products, and yield The reactants are C(COCCOCCOCCOC)(=O)OCC (ethyl 3,6,9,12-tetra-oxa-tridecanoate), O.NN (hydrazine hydrate). Run in C(C)O (ethanol). Run at time 25 hour. Yields the product C(COCCOCCOCCOC)(=O)NN (3,6,9,12-tetra-oxa-tridecanoic acid hydrazide). RXN SMILES: [C:1]([O:15]CC)(=O)[CH2:2][O:3][CH2:4][CH2:5][O:6][CH2:7][CH2:8][O:9][CH2:10][CH2:11][O:12][CH3:13].O.[NH2:19][NH2:20]>C(O)C>[C:1]([NH:19][NH2:20])(=[O:15])[CH2:2][O:3][CH2:4][CH2:5][O:6][CH2:7][CH2:8][O:9][CH2:10][CH2:11][O:12][CH3:13] |f:1.2|. Reported procedure: A solution of 61 g (0.244 mol) of crude ethyl 3,6,9,12-tetra-oxa-tridecanoate and 25 ml (0.488 mol) of hydrazine hydrate in 600 ml of ethanol is left to stand for 25 hours at 25°. The reaction mixture is evaporated and the crude, oily 3,6,9,12-tetra-oxa-tridecanoic acid hydrazide, which is thus obtained, is further processed direct. Reactants: C1(CC1)NC(C1=CC(=C(C=C1)C)NC(C1=CC=C(C=C1)O)=O)=O (N-cyclopropyl-3-[(4-hydroxybenzoyl)amino]-4-methylbenzamide), COC1=CC(=NC=C1)CO (4-methoxy-2-hydroxymethylpyridine), C(CCC)P(CCCC)CCCC (tributylphosphine), N(=NC(=O)OC(C)C)C(=O)OC(C)C (di-isopropyl azodicarboxylate). Yield: 36.2%. Procedure: To a stirred solution of N-cyclopropyl-3-[(4-hydroxybenzoyl)amino]-4-methylbenzamide (200 mg, 0.64 mmol) and 4-methoxy-2-hydroxymethylpyridine (500 mg, 3.6 mmol) in dry THF (25 mL) under an argon atmosphere was added successively tributylphosphine (500 mg, 2.5 mmol) and di-isopropyl azodicarboxylate (500 mg, 2.5 mmol). The mixture was stirred at 20° C. for 16 hours, then the solvent was evaporated at reduced pressure and the residue purified by silica column chromatography, eluting with a gradie... Conditions: temperature 20 celsius, time 16 hour. Solvent: C1CCOC1 (THF). The product is C1(CC1)NC(C1=CC(=C(C=C1)C)NC(C1=CC=C(C=C1)OCC1=NC=CC(=C1)OC)=O)=O (N-cyclopropyl-3-({4-[(4-methoxypyridin-2-yl)methoxy]benzoyl}amino)-4-methylbenzamide). RXN SMILES: [CH:1]1([NH:4][C:5](=[O:23])[C:6]2[CH:11]=[CH:10][C:9]([CH3:12])=[C:8]([NH:13][C:14](=[O:22])[C:15]3[CH:20]=[CH:19][C:18]([OH:21])=[CH:17][CH:16]=3)[CH:7]=2)[CH2:3][CH2:2]1.[CH3:24][O:25][C:26]1[CH:31]=[CH:30][N:29]=[C:28]([CH2:32]O)[CH:27]=1.C(P(CCCC)CCCC)CCC.N(C(OC(C)C)=O)=NC(OC(C)C)=O>C1COCC1>[CH:1]1([NH:4][C:5](=[O:23])[C:6]2[CH:11]=[CH:10][C:9]([CH3:12])=[C:8]([NH:13][C:14](=[O:22])[C:15]3[CH:16]=[CH:17][C:18]([O:21][CH2:32][C:28]4[CH:27]=[C:26]([O:25][CH3:24])[CH:31]=[CH:30][N:29]=4)=[CH:19][CH:20]=3)[CH:7]=2)[CH2:2][CH2:3]1. Starting materials: 1-L, BrCCBr (1,2-Dibromoethane), Mg I2, Mg THF, 2,1,2-dibromoethane, [Mg] (magnesium), 12, BrC(C(=O)O[C@@H](CC(=O)OC)CCCCCCCCCCC)CCCCCC (Methyl (3R)-3-[(2-bromo-1-oxooctyl)oxy]-tetradecanoate). The solvent is C1CCOC1 (THF), C1CCOC1 (THF). Run at temperature 80 celsius, time 14 hour. The product is C(CCCCC)C=1C(O[C@@H](CC1O)CCCCCCCCCCC)=O ((6R)-3-hexyl-4-hydroxy-6-undecyl-5,6-dihydropyran-2-one). Yield: 45.0%. RXN SMILES: [Mg].BrCCBr.Br[CH:7]([CH2:28][CH2:29][CH2:30][CH2:31][CH2:32][CH3:33])[C:8]([O:10][C@H:11]([CH2:17][CH2:18][CH2:19][CH2:20][CH2:21][CH2:22][CH2:23][CH2:24][CH2:25][CH2:26][CH3:27])[CH2:12][C:13]([O:15]C)=O)=[O:9]>C1COCC1>[CH2:28]([C:7]1[C:8](=[O:9])[O:10][C@H:11]([CH2:17][CH2:18][CH2:19][CH2:20][CH2:21][CH2:22][CH2:23][CH2:24][CH2:25][CH2:26][CH3:27])[CH2:12][C:13]=1[OH:15])[CH2:29][CH2:30][CH2:31][CH2:32][CH3:33]. Reported procedure: To a 1-L, 3-necked, round-bottomed flask fitted with a Claisen adapter with N2 inlet, a West condenser and a thermocouple-J-KEM controller and a rubber septum was added 13.9 g (0.572 g-atom, 3.2 equiv.) of magnesium (from Chromasco) was added. A small flake of 12 (about 45 mg) was added and the mixture was heated to about 80° C. 1,2-Dibromoethane (3.4 g, 18 mmol) and 350 mL of THF were added to the hot Mg/I2 mixture to activate the metal surface. Methyl (3R)-3-[(2-bromo-1-oxooctyl)oxy]-tetradeca...